This data is from the Open Reaction Database (ORD), a public repository of structured organic reaction records. The task is: describe an organic reaction: reactants, conditions, products, and yield Starting materials: C(C)OC(CC(C(=O)C1=CC=C(C=C1)OC)C1=CC=CC=C1)=O (4-(4-methoxy-phenyl)-4-oxo-3-phenyl-butyric acid ethyl ester), O (H2O), [OH-].[Na+] (NaOH). Solvent: CCO (EtOH). Reaction conditions: time 1 hour. The product is COC1=CC=C(C=C1)C(C(CC(=O)O)C1=CC=CC=C1)=O (4-(4-methoxy-phenyl)-4-oxo-3-phenyl-butyric acid). Isolated yield 98.9%. As a reaction SMILES: C([O:3][C:4](=[O:23])[CH2:5][CH:6]([C:17]1[CH:22]=[CH:21][CH:20]=[CH:19][CH:18]=1)[C:7]([C:9]1[CH:14]=[CH:13][C:12]([O:15][CH3:16])=[CH:11][CH:10]=1)=[O:8])C.O.[OH-].[Na+]>CCO>[CH3:16][O:15][C:12]1[CH:11]=[CH:10][C:9]([C:7](=[O:8])[CH:6]([C:17]2[CH:22]=[CH:21][CH:20]=[CH:19][CH:18]=2)[CH2:5][C:4]([OH:23])=[O:3])=[CH:14][CH:13]=1 |f:2.3|. Procedure details: A solution of 4-(4-methoxy-phenyl)-4-oxo-3-phenyl-butyric acid ethyl ester (5.0 g, 16 mmol) in EtOH:H2O (60 mL 1:1) was stirred as 10N NaOH (16 mL) was added dropwise. The reaction was stirred at rt for 1 hr. The solvent was evaporated and the residue was diluted with water (50 mL) and extracted with CH2Cl2 (2×20 mL). The aqueous layer was then acidified with 3N HCl to pH ˜2-3, extracted with CH2Cl2 (3×30 mL). The CH2Cl2 extracts were dried over MgSO4, and the oil was crystallized from Et2O/MeOH...